This data is from the Open Reaction Database (ORD), a public repository of structured organic reaction records. The task is: describe an organic reaction: reactants, conditions, products, and yield The reactants are C(C)(C)N(C=1C(=NC2=CC=C(C=C2N1)C(=O)OC)C1=CC=NC=C1)C (methyl 3-(isopropyl(methyl)amino)-2-(pyridin-4-yl)quinoxaline-6-carboxylate), [OH-].[Na+] (sodium hydroxide), O (water). The solvent is CO (methanol). Conditions: temperature 50 celsius, time 2 hour. Product: C(C)(C)N(C=1C(=NC2=CC=C(C=C2N1)C(=O)O)C1=CC=NC=C1)C (3-(isopropyl(methyl)amino)-2-(pyridin-4-yl)quinoxaline-6-carboxylic acid). Reaction SMILES: [CH:1]([N:4]([CH3:25])[C:5]1[C:6]([C:19]2[CH:24]=[CH:23][N:22]=[CH:21][CH:20]=2)=[N:7][C:8]2[C:13]([N:14]=1)=[CH:12][C:11]([C:15]([O:17]C)=[O:16])=[CH:10][CH:9]=2)([CH3:3])[CH3:2].[OH-].[Na+].O>CO>[CH:1]([N:4]([CH3:25])[C:5]1[C:6]([C:19]2[CH:20]=[CH:21][N:22]=[CH:23][CH:24]=2)=[N:7][C:8]2[C:13]([N:14]=1)=[CH:12][C:11]([C:15]([OH:17])=[O:16])=[CH:10][CH:9]=2)([CH3:3])[CH3:2] |f:1.2|. Procedure: Into a 10-mL sealed tube, was placed a solution of methyl 3-(isopropyl(methyl)amino)-2-(pyridin-4-yl)quinoxaline-6-carboxylate (50 mg, 0.15 mmol, 1.00 equiv) in methanol (15 mL), sodium hydroxide (30 mg, 0.75 mmol, 5.04 equiv), water (2 mL). The resulting solution was stirred for 2 hr at 50° C. in an oil bath. The resulting mixture was concentrated under vacuum and diluted with 20 mL of H2O. The pH value of the aqueous solution was adjusted to 4-5 with hydrogen chloride (2 mol/L). The resulting ...